The task is: describe an organic reaction: reactants, conditions, products, and yield. This data is from the Open Reaction Database (ORD), a public repository of structured organic reaction records. Reactants: C(C)OC1CC=2C(=C(C3=C(C=CC(O3)=O)C2)OC)O1 (2-ethoxy-9-methoxy-2,3-dihydro-7H-furo[3,2-g][1]benzopyran-7-one). The solvent is C(=O)O (formic acid). Product: COC1=C2C(=CC=3C=CC(OC31)=O)C=CO2 (9-methoxy-7H-furo[3,2-g][1]benzopyran-7-one). RXN SMILES: C(O[CH:4]1[O:19][C:7]2=[C:8]([O:17][CH3:18])[C:9]3[O:14][C:13](=[O:15])[CH:12]=[CH:11][C:10]=3[CH:16]=[C:6]2[CH2:5]1)C>C(O)=O>[CH3:18][O:17][C:8]1[C:9]2[O:14][C:13](=[O:15])[CH:12]=[CH:11][C:10]=2[CH:16]=[C:6]2[CH:5]=[CH:4][O:19][C:7]=12. Procedure: A solution of 100 mg. (0.38 mmole) of 2-ethoxy-9-methoxy-2,3-dihydro-7H-furo[3,2-g][1]benzopyran-7-one in 2 ml. of formic acid was heated at 100° for 30 min. The reaction was cooled and evaporated to leave a residue which was filtered through alumina using benzene/ethyl acetate, 4:1 to yield, upon evaporation of the filtrate, pure 9-methoxy-7H-furo[3,2-g][1]benzopyran-7-one, mp 145°-146°. Reactants: C1CCNC1, C1CCOC1, CC(=O)O, O=Cc1ccc(C#Cc2ccc3cc(-c4ccc(Cl)cc4)ccc3n2)cc1, [K+], [K+], O=C([O-])[O-], O, Cc1ccc(S(=O)(=O)O)cc1. Product: Clc1ccc(-c2ccc3nc(C#Cc4ccc(CN5CCCC5)cc4)ccc3c2)cc1. RXN SMILES: [CH2:39]1[CH2:40][CH2:41][NH:42][CH2:43]1.[CH2:50]1[O:51][CH2:52][CH2:53][CH2:54]1.[CH3:56][C:57](=[O:58])[OH:59].[Cl:12][c:13]1[cH:14][cH:15][c:16](-[c:19]2[cH:20][c:21]3[cH:22][cH:23][c:24]([C:29]#[C:30][c:31]4[cH:32][cH:33][c:34]([CH:35]=[O:36])[cH:37][cH:38]4)[n:25][c:26]3[cH:27][cH:28]2)[cH:17][cH:18]1.[K+:44].[K+:45].[O-:46][C:47]([O-:48])=[O:49].[OH2:55].[c:1]1([CH3:2])[cH:3][cH:4][c:5]([S:6]([OH:7])(=[O:8])=[O:9])[cH:10][cH:11]1>>[Cl:12][c:13]1[cH:14][cH:15][c:16](-[c:19]2[cH:20][c:21]3[cH:22][cH:23][c:24]([C:29]#[C:30][c:31]4[cH:32][cH:33][c:34]([CH2:35][N:42]5[CH2:41][CH2:40][CH2:39][CH2:43]5)[cH:37][cH:38]4)[n:25][c:26]3[cH:27][cH:28]2)[cH:17][cH:18]1. Starting materials: ClC1=CC(=CC=C1)C(=O)OO (m-Chloroperbenzoic acid), ClC1=CC=C(C=C1)N(C(OCC(=C)C)=O)C (2-methyl-2-propenyl N-(4-chlorophenyl)-N-methylcarbamate), S(=S)(=O)([O-])[O-].[Na+].[Na+] (sodium thiosulfate). Solvent: C(Cl)Cl (methylene chloride). Run at time 6.5 hour. The product is ClC1=CC=C(C=C1)N(C(OCC1(OC1)C)=O)C ((2-methyl-2-oxiranylmethyl) N-(4-chlorophenyl)-N-methylcarbamate). The yield is 99.2%. Reaction SMILES: ClC1C=CC=C(C(OO)=[O:9])C=1.[Cl:12][C:13]1[CH:18]=[CH:17][C:16]([N:19]([CH3:27])[C:20](=[O:26])[O:21][CH2:22][C:23]([CH3:25])=[CH2:24])=[CH:15][CH:14]=1.S([O-])([O-])(=O)=S.[Na+].[Na+]>C(Cl)Cl>[Cl:12][C:13]1[CH:14]=[CH:15][C:16]([N:19]([CH3:27])[C:20](=[O:26])[O:21][CH2:22][C:23]2([CH3:25])[CH2:24][O:9]2)=[CH:17][CH:18]=1 |f:2.3.4|. Procedure: m-Chloroperbenzoic acid (2.5 g, 10.1 mmol) was added to a solution of 2-methyl-2-propenyl N-(4-chlorophenyl)-N-methylcarbamate (1.78 g, 6.7 mmol) in methylene chloride (20 ml) while cooling in an ice-bath, and the mixture was stirred at room temperature for 6.5 hours. To which sodium thiosulfate aqueous solution was added and the mixture was filtered, and sodium hydrogencarbonate aqueous solution was added to the filtrate. The organic layer was separated, dried over magnesium sulfate, and filter... The reactants are CCOC(OCC)c1nc(C(F)F)nn1C, Cl, O. Yields the product Cn1nc(C(F)F)nc1C=O. Reaction SMILES: [CH2:1]([O:3][CH:4]([O:2][CH2:14][CH3:15])[c:5]1[n:6][c:7]([CH:11]([F:12])[F:13])[n:8][n:9]1[CH3:10])[CH3:16].[ClH:17].[OH2:18]>>[O:3]=[CH:4][c:5]1[n:6][c:7]([CH:11]([F:12])[F:13])[n:8][n:9]1[CH3:10]. The reactants are 48, C(C1=CC=CC=C1)N1CC2=CC=CC(=C2C1)C(=O)OC (2-benzyl-4-methoxycarbonylisoindoline), [OH-].[Na+] (sodium hydroxide). The solvent is O (water). The product is C(C1=CC=CC=C1)N1CC=2C=CC=C(C2C1)C(=O)O (2-benzylisoindoline-4-carboxylic acid). Reaction SMILES: [CH2:1]([N:8]1[CH2:16][C:15]2[C:10](=[CH:11][CH:12]=[CH:13][C:14]=2[C:17]([O:19]C)=[O:18])[CH2:9]1)[C:2]1[CH:7]=[CH:6][CH:5]=[CH:4][CH:3]=1.[OH-].[Na+]>O>[CH2:1]([N:8]1[CH2:16][C:15]2[C:14]([C:17]([OH:19])=[O:18])=[CH:13][CH:12]=[CH:11][C:10]=2[CH2:9]1)[C:2]1[CH:3]=[CH:4][CH:5]=[CH:6][CH:7]=1 |f:1.2|. Procedure: 48 1 g of 2-benzyl-4-methoxycarbonylisoindoline prepared in Reference Example 14-(3) was added to a solution of 16 g of sodium hydroxide in 160 ml of water and the mixture was heated under reflux for 3 hours. After removing insoluble materials by filtration, the filtrate was adjusted to pH 5 with 6 N hydrochloric acid. The resulting crystals were collected by filtration, and was washed with water, cold ethanol, ether, and then chloroform to give 35.0 g of 2-benzylisoindoline-4-carboxylic acid. The reactants are COC(=O)C1(C(=O)OC)CN(C(=O)OC(C)(C)C)c2cc([N+](=O)[O-])c3ccccc3c21, C1CCOC1, C[O-], CO, [Cl-], [Na+], [Na+], O=C(O)C(F)(F)F. The product is COC(=O)C1CN(C(=O)OC(C)(C)C)c2cc([N+](=O)[O-])c3ccccc3c21. As a reaction SMILES: [C:4]([CH3:5])([CH3:6])([CH3:7])[O:8][C:9](=[O:10])[N:11]1[CH2:12][C:13]([C:27](=[O:28])[O:29][CH3:30])([C:31]([O:32][CH3:33])=[O:34])[c:14]2[c:15]3[c:16]([c:17]([N+:20](=[O:21])[O-:22])[cH:18][c:19]21)[cH:23][cH:24][cH:25][cH:26]3.[CH2:44]1[O:45][CH2:46][CH2:47][CH2:48]1.[CH3:1][O-:2].[CH3:42][OH:43].[Cl-:49].[Na+:3].[Na+:50].[OH:35][C:36]([C:37]([F:38])([F:39])[F:40])=[O:41]>>[C:4]([CH3:5])([CH3:6])([CH3:7])[O:8][C:9](=[O:10])[N:11]1[CH2:12][CH:13]([C:27](=[O:28])[O:29][CH3:30])[c:14]2[c:15]3[c:16]([c:17]([N+:20](=[O:21])[O-:22])[cH:18][c:19]21)[cH:23][cH:24][cH:25][cH:26]3. Reactants: COC=1C=C2C3=C(NC2=CC1)CN(CC3)CCCCC31C(NC=2C=CC=C(C32)CCC1)=O (2a-[4-(6-methoxy-2,3,4,9-tetrahydro-1H-pyrido[3,4-b]indol-2-yl)butyl]-2a,3,4,5-tetrahydro-1H-benz[cd]indol-2-one), B(Br)(Br)Br (boron tribromide). The solvent is ClCCl (dichloromethane). Run at temperature 0 celsius, time 6 hour. The product is OC=1C=C2C3=C(NC2=CC1)CN(CC3)CCCCC31C(NC=2C=CC=C(C32)CCC1)=O (2a-[4-(6-Hydroxy-2,3,4,9-tetrahydro-1H-pyrido[3,4-b]indol-2-yl)-butyl]-2a,3,4,5-tetrahydro-1H-benz[cd]indol-2-one). The yield is 30.1%. RXN SMILES: C[O:2][C:3]1[CH:4]=[C:5]2[C:9](=[CH:10][CH:11]=1)[NH:8][C:7]1[CH2:12][N:13]([CH2:16][CH2:17][CH2:18][CH2:19][C:20]34[CH2:31][CH2:30][CH2:29][C:27]5[C:28]3=[C:23]([CH:24]=[CH:25][CH:26]=5)[NH:22][C:21]4=[O:32])[CH2:14][CH2:15][C:6]2=1.B(Br)(Br)Br>ClCCl>[OH:2][C:3]1[CH:4]=[C:5]2[C:9](=[CH:10][CH:11]=1)[NH:8][C:7]1[CH2:12][N:13]([CH2:16][CH2:17][CH2:18][CH2:19][C:20]34[CH2:31][CH2:30][CH2:29][C:27]5[C:28]3=[C:23]([CH:24]=[CH:25][CH:26]=5)[NH:22][C:21]4=[O:32])[CH2:14][CH2:15][C:6]2=1. Procedure: A 1.3 ml portion of dichloromethane solution containing 68 mg (0.16 mmol) of 2a-[4-(6-methoxy-2,3,4,9-tetrahydro-1H-pyrido[3,4-b]indol-2-yl)butyl]-2a,3,4,5-tetrahydro-1H-benz[cd]indol-2-one was cooled to 0° C. and mixed with 0.2 ml of dichloramethane solution containing 45 μl (0.48 mmol) of boron tribromide. After 6 hours of stirring at room temperature, the reaction solution was extracted with a solution of chloroform-methanol=5:1 and washed with sodium bicarbonate aqueous solution. After dryin...